describe an organic reaction: reactants, conditions, products, and yield From a dataset of the Open Reaction Database (ORD), a public repository of structured organic reaction records. Starting materials: Cc1cccc(Br)c1, C1CCOC1, CCCCCC, COC(=O)NCCOC(c1cccc(C)c1)C1CCCN(C(=O)OC(C)(C)C)C1, [Li]CCCC. Yields the product Cc1cccc(C(=O)C2CCCN(C(=O)OC(C)(C)C)C2)c1. Reaction SMILES: [Br:1][c:2]1[cH:3][cH:4][cH:5][c:6]([CH3:7])[cH:8]1.[CH2:49]1[O:50][CH2:51][CH2:52][CH2:53]1.[CH3:14][CH2:15][CH2:16][CH2:17][CH2:18][CH3:19].[CH3:20][O:21][C:22]([NH:23][CH2:24][CH2:25][O:27][CH:28]([CH:29]1[CH2:30][N:31]([C:35](=[O:36])[O:37][C:38]([CH3:39])([CH3:40])[CH3:41])[CH2:32][CH2:33][CH2:34]1)[c:42]1[cH:43][c:44]([CH3:48])[cH:45][cH:46][cH:47]1)=[O:26].[CH3:9][CH2:10][CH2:11][CH2:12][Li:13]>>[O:27]=[C:28]([CH:29]1[CH2:30][N:31]([C:35](=[O:36])[O:37][C:38]([CH3:39])([CH3:40])[CH3:41])[CH2:32][CH2:33][CH2:34]1)[c:42]1[cH:43][c:44]([CH3:48])[cH:45][cH:46][cH:47]1. The reactants are CCOC(C)=O, ClC(Cl)Cl, FC(F)(F)c1ccc2oc(-c3ccnc(Cl)c3)nc2c1, O=C(OO)c1cccc(Cl)c1. Yields the product [O-][n+]1ccc(-c2nc3cc(C(F)(F)F)ccc3o2)cc1Cl. Reaction SMILES: [CH3:36][CH2:37][O:38][C:39](=[O:40])[CH3:41].[CH:21]([Cl:22])([Cl:23])[Cl:24].[Cl:1][c:2]1[n:3][cH:4][cH:5][c:6](-[c:8]2[o:9][c:10]3[c:11]([n:12]2)[cH:13][c:14]([C:17]([F:18])([F:19])[F:20])[cH:15][cH:16]3)[cH:7]1.[Cl:25][c:26]1[cH:27][cH:28][cH:29][c:30]([C:31]([O:32][OH:34])=[O:33])[cH:35]1>>[Cl:1][c:2]1[n+:3]([O-:33])[cH:4][cH:5][c:6](-[c:8]2[o:9][c:10]3[c:11]([n:12]2)[cH:13][c:14]([C:17]([F:18])([F:19])[F:20])[cH:15][cH:16]3)[cH:7]1. Starting materials: ClC1=NC=CC2=C1N=C(N2C2=NC=C(C=C2)C(=O)OCC)C (4-chloro-1-(5-ethoxycarbonylpyrid-2-yl)-2-methylimidazo[4,5-c]pyridine), [O-2].[Mg+2] (magnesium oxide). Reagents/catalysts: [Pd] (palladium on carbon). Run in C(C)O (ethanol). Run at time 30 hour. Yields the product C(C)OC(=O)C=1C=CC(=NC1)N1C(=NC=2C=NC=CC21)C (1-(5-Ethoxycarbonylpyrid-2-yl)-2-methylimidazo[4,5-c]pyridine). Yield: 96.0%. Reaction SMILES: Cl[C:2]1[C:7]2[N:8]=[C:9]([CH3:22])[N:10]([C:11]3[CH:16]=[CH:15][C:14]([C:17]([O:19][CH2:20][CH3:21])=[O:18])=[CH:13][N:12]=3)[C:6]=2[CH:5]=[CH:4][N:3]=1.[O-2].[Mg+2]>C(O)C.[Pd]>[CH2:20]([O:19][C:17]([C:14]1[CH:15]=[CH:16][C:11]([N:10]2[C:6]3[CH:5]=[CH:4][N:3]=[CH:2][C:7]=3[N:8]=[C:9]2[CH3:22])=[N:12][CH:13]=1)=[O:18])[CH3:21] |f:1.2|. Procedure details: A solution of 4-chloro-1-(5-ethoxycarbonylpyrid-2-yl)-2-methylimidazo[4,5-c]pyridine in ethanol (100 ml) was hydrogenated over 30% palladium on carbon (3 g) and magnesium oxide (0.8 g) at 50 p.s.i. (345 kPa) for 30 hours. The mixture was filtered through Arbocel filter aid and the filter cake washed with boiling ethanol (6×50 ml). The filtrate was concentrated under reduced pressure yielding the title compound as a white foam, (2.75 g, 96%). Run in CN(C=O)C (N,N-dimethylformamide), CN(C=O)C (N,N-dimethylformamide), [Cl-].[Na+].O (brine), CCCCC (pentane), O1CCCC1 (tetrahydrofuran). The reactants are [I-].C[S+](C)C (trimethylsulphonium iodide), N1=CN=CC=2C(CCCC12)=O (7,8-dihydro-6H-quinazolin-5-one), [H-].[Na+] (Sodium hydride), CS(=O)C (dimethyl sulphoxide). The product is N1=CN=CC=2C3(CCCC12)OC3 (7′,8′-Dihydro-6′H-spiro[oxirane-2,5′-quinazoline]). As a reaction SMILES: [H-].[Na+].CS(C)=O.[I-].[CH3:8][S+](C)C.[N:12]1[C:21]2[CH2:20][CH2:19][CH2:18][C:17](=[O:22])[C:16]=2[CH:15]=[N:14][CH:13]=1>CCCCC.O1CCCC1.CN(C)C=O.[Cl-].[Na+].O>[N:12]1[C:21]2[CH2:20][CH2:19][CH2:18][C:17]3([CH2:8][O:22]3)[C:16]=2[CH:15]=[N:14][CH:13]=1 |f:0.1,3.4,9.10.11|. Run at temperature 60 celsius, time 10 minute. Procedure: Sodium hydride (22 mmol) washed with pentane is admixed under argon with 20 ml of dimethyl sulphoxide. The mixture is heated at 60° C. for an hour and then diluted with 5 ml of tetrahydrofuran. The mixture is cooled to 0° C., a solution of 21 mmol of trimethylsulphonium iodide in 5 ml of N,N-dimethylformamide is added at 0° C., and the mixture is stirred for 10 minutes. A solution of 20 mmol of 7,8-dihydro-6H-quinazolin-5-one [21599-28-0] in 5 ml of N,N-dimethylformamide is added and the reactio... The reactants are CC(=O)OC1CCC2C3=CCC4=C(CCC(O[Si](c5ccccc5)(c5ccccc5)C(C)(C)C)C4)C3CCC12C, O=C([O-])[O-], CO, ClCCl, [K+], [K+], O. Product: CC12CCC3C(=CCC4=C3CCC(O[Si](c3ccccc3)(c3ccccc3)C(C)(C)C)C4)C1CCC2O. As a reaction SMILES: [C:1](=[O:2])([CH3:3])[O:4][CH:5]1[C:6]2([CH3:7])[CH:8]([CH2:9][CH2:10]1)[C:11]1=[CH:12][CH2:13][C:14]3=[C:19]([CH2:18][CH2:17][CH:16]([O:23][Si:24]([c:25]4[cH:26][cH:27][cH:28][cH:29][cH:30]4)([c:31]4[cH:32][cH:33][cH:34][cH:35][cH:36]4)[C:37]([CH3:38])([CH3:39])[CH3:40])[CH2:15]3)[CH:20]1[CH2:21][CH2:22]2.[C:41](=[O:42])([O-:43])[O-:44].[CH3:48][OH:49].[Cl:50][CH2:51][Cl:52].[K+:45].[K+:46].[OH2:47]>>[OH:4][CH:5]1[C:6]2([CH3:7])[CH:8]([CH2:9][CH2:10]1)[C:11]1=[CH:12][CH2:13][C:14]3=[C:19]([CH2:18][CH2:17][CH:16]([O:23][Si:24]([c:25]4[cH:26][cH:27][cH:28][cH:29][cH:30]4)([c:31]4[cH:32][cH:33][cH:34][cH:35][cH:36]4)[C:37]([CH3:38])([CH3:39])[CH3:40])[CH2:15]3)[CH:20]1[CH2:21][CH2:22]2.